The task is: describe an organic reaction: reactants, conditions, products, and yield. This data is from the Open Reaction Database (ORD), a public repository of structured organic reaction records. Starting materials: NC1=NC2=CC(=CC=C2C(=C1)C1=CC=CC=C1)SC=1C=C(C=CC1)C(CC)(CC)O (3-[3-(2-Amino-4-phenyl-quinolin-7-ylsulfanyl)-phenyl]-pentan-3-ol), ClCC=O (chloroacetaldehyde), C([O-])(O)=O.[Na+] (sodium bicarbonate), O (water). Run in O1CCOCC1 (1,4-dioxane). Run at temperature 80 celsius. The product is C1(=CC=CC=C1)C1=CC=2N(C3=CC(=CC=C13)SC=1C=C(C=CC1)C(CC)(CC)O)C=CN2 (3-[3-(5-Phenyl-imidazo[1,2-a]quinolin-8-ylsulfanyl)-phenyl]-pentan-3-ol). Reaction SMILES: [NH2:1][C:2]1[CH:11]=[C:10]([C:12]2[CH:17]=[CH:16][CH:15]=[CH:14][CH:13]=2)[C:9]2[C:4](=[CH:5][C:6]([S:18][C:19]3[CH:20]=[C:21]([C:25]([OH:30])([CH2:28][CH3:29])[CH2:26][CH3:27])[CH:22]=[CH:23][CH:24]=3)=[CH:7][CH:8]=2)[N:3]=1.Cl[CH2:32][CH:33]=O.C(=O)(O)[O-].[Na+].O>O1CCOCC1>[C:12]1([C:10]2[C:9]3[C:4](=[CH:5][C:6]([S:18][C:19]4[CH:20]=[C:21]([C:25]([OH:30])([CH2:28][CH3:29])[CH2:26][CH3:27])[CH:22]=[CH:23][CH:24]=4)=[CH:7][CH:8]=3)[N:3]3[CH:32]=[CH:33][N:1]=[C:2]3[CH:11]=2)[CH:13]=[CH:14][CH:15]=[CH:16][CH:17]=1 |f:2.3|. Procedure: To 10q (200 mg, 0.48 mmol) in 1,4-dioxane (4 mL) was added chloroacetaldehyde (0.07 mL, 0.53 mmol), sodium bicarbonate (243 mg, 2.89 mmol), and water (2 mL). The mixture was heated to 80° C. for 5 hours, and then cooled to room temperature and concentrated. The residue was purified by silica gel chromatography (30% EtOAc in hexanes) to give the desired product, 10r. Reactants: [Ba+2].S(=S)(=O)(OCCCCCCCCCCOS(=S)(=O)[O-])[O-] (decamethylene bis(thiosulphate) barium salt), [Na+].[Na+].S(=S)(=O)(OCCCCCCCCCCOS(=S)(=O)[O-])[O-] (decamethylene bis(thiosulphate) disodium salt), S(=O)(=O)([O-])[O-].[NH4+].[NH4+] (ammonium sulphate). The reagents and catalysts are [Co+2].S(=S)(=O)(OCCCCCCOS(=S)(=O)[O-])[O-] (hexamethylene bis(thiosulphate) cobalt salt). Yields the product [NH4+].[NH4+].S(=S)(=O)(OCCCCCCCCCCOS(=S)(=O)[O-])[O-] (Decamethylene bis(thiosulphate)diammonium salt). As a reaction SMILES: [Ba+2].[S:2]([O-:21])([O:5][CH2:6][CH2:7][CH2:8][CH2:9][CH2:10][CH2:11][CH2:12][CH2:13][CH2:14][CH2:15][O:16][S:17]([O-:20])(=[O:19])=[S:18])(=[O:4])=[S:3].[Na+].[Na+].S([O-])(OCCCCCCCCCCOS([O-])(=O)=S)(=O)=S.S([O-])([O-])(=O)=O.[NH4+:49].[NH4+]>[Co+2].S([O-])(OCCCCCCOS([O-])(=O)=S)(=O)=S>[NH4+:49].[NH4+:49].[S:2]([O-:21])([O:5][CH2:6][CH2:7][CH2:8][CH2:9][CH2:10][CH2:11][CH2:12][CH2:13][CH2:14][CH2:15][O:16][S:17]([O-:20])(=[O:19])=[S:18])(=[O:4])=[S:3] |f:0.1,2.3.4,5.6.7,8.9,10.11.12|. Reported procedure: Decamethylene bis(thiosulphate)diammonium salt was prepared from decamethylene bis(thiosulphate) barium salt (itself prepared from decamethylene bis(thiosulphate) disodium salt by a procedure similar to that of Example 11) by essentially the same method as that described in Part (A) but using ammonium sulphate in place of cobalt sulphate. Starting materials: [OH-].[Na+] (sodium hydroxide), COC(CCCCCCC=1SC(=CN1)C1=C(C=CC(=C1)Cl)O)=O (7-[5-(5-chloro-2-hydroxyphenyl)thiazol-2-yl]heptanoic acid methyl ester). Run in O (water), CO (methanol). Conditions: time 1.5 hour. Product: ClC=1C=CC(=C(C1)C1=CN=C(S1)CCCCCCC(=O)O)O (7-[5-(5-chloro-2-hydroxyphenyl)thiazol-2-yl]heptanoic acid). Isolated yield 95.8%. As a reaction SMILES: [OH-].[Na+].C[O:4][C:5](=[O:25])[CH2:6][CH2:7][CH2:8][CH2:9][CH2:10][CH2:11][C:12]1[S:13][C:14]([C:17]2[CH:22]=[C:21]([Cl:23])[CH:20]=[CH:19][C:18]=2[OH:24])=[CH:15][N:16]=1>O.CO>[Cl:23][C:21]1[CH:20]=[CH:19][C:18]([OH:24])=[C:17]([C:14]2[S:13][C:12]([CH2:11][CH2:10][CH2:9][CH2:8][CH2:7][CH2:6][C:5]([OH:25])=[O:4])=[N:16][CH:15]=2)[CH:22]=1 |f:0.1|. Reported procedure: Add a solution of sodium hydroxide (2.60 g, 65 mmol) in water (50 mL) to a solution of 7-[5-(5-chloro-2-hydroxyphenyl)thiazol-2-yl]heptanoic acid methyl ester (5.76 g, 16 mmol) in methanol (100 mL) at 0° C. under nitrogen, warm the mixture to room temperature, and stir for a total of 1.5 hours. Remove the solvent under reduced pressure, dilute the residue with water (200 mL), cool to 0° C., and acidify to pH 1 with 1 N HCl. Collect the precipitate by filtration to afford 7-[5-(5-chloro-2-hydroxy... The reactants are BrC=1C(=CC(=C(N)C1)F)F (5-bromo-2,4-difluoro-aniline), C(C1=CC=CC=C1)(=O)N=C=S (benzoyl isothiocyanate). Solvent: CC(=O)C (acetone). Conditions: time 30 minute. Yields the product C(C1=CC=CC=C1)(=O)NC(=S)NC1=C(C=C(C(=C1)Br)F)F (1-Benzoyl-3-(5-bromo-2,4-difluoro-phenyl)-thiourea). As a reaction SMILES: [Br:1][C:2]1[C:3]([F:10])=[CH:4][C:5]([F:9])=[C:6]([CH:8]=1)[NH2:7].[C:11]([N:19]=[C:20]=[S:21])(=[O:18])[C:12]1[CH:17]=[CH:16][CH:15]=[CH:14][CH:13]=1>CC(C)=O>[C:11]([NH:19][C:20]([NH:7][C:6]1[CH:8]=[C:2]([Br:1])[C:3]([F:10])=[CH:4][C:5]=1[F:9])=[S:21])(=[O:18])[C:12]1[CH:17]=[CH:16][CH:15]=[CH:14][CH:13]=1. Procedure details: To a solution of 5-bromo-2,4-difluoro-aniline (1.0 g, 4.81 mmol) in acetone (25.0 mL) was added drop wise benzoyl isothiocyanate (0.71 mL, 5.29 mmol) and the mixture stirred at RT for 30 min. The solvent was evaporated and the residue washed with hexane and Et2O to get i (1.70 g). 1H-NMR (400 MHz, CDCl3): δ 7.02-7.06 (m, 1H), 7.56 (t, J=8.0 Hz, 2H), 7.68 (t, J=7.60 Hz, 1H), 7.91 (d, J=7.60 Hz, 2H), 8.67 (t, J=7.60 Hz, 1H), 9.15 (br s, 1H) and 12.65 (br s, 1H). Reactants: Cl (hydrogen chloride), BrC1=CC=2C(C3=CC(=CC=C3C2C=C1)Br)C#N (2,7-dibromo-9H-fluorene-9-carbonitrile), BrC1=C(C=2CC3=CC(=CC=C3C2C=C1)Br)C=O (2,7-dibromo-9H-fluorene carboxaldehyde). Product: C(C)OC(=N)C1C2=CC(=CC=C2C=2C=CC(=CC12)Br)Br (2,7-Dibromo-9H-fluorene-9-carboximidic acid ethyl ester). Reaction SMILES: Cl.[Br:2][C:3]1[CH:15]=[CH:14][C:13]2[C:12]3[C:7](=[CH:8][C:9]([Br:16])=[CH:10][CH:11]=3)[CH:6]([C:17]#[N:18])[C:5]=2[CH:4]=1.BrC1C=CC2C3C(=CC(Br)=CC=3)CC=2[C:21]=1[CH:34]=[O:35]>>[CH2:34]([O:35][C:17]([CH:6]1[C:5]2[CH:4]=[C:3]([Br:2])[CH:15]=[CH:14][C:13]=2[C:12]2[C:7]1=[CH:8][C:9]([Br:16])=[CH:10][CH:11]=2)=[NH:18])[CH3:21]. Reported procedure: Dry hydrogen chloride is passed into a solution of 2,7-dibromo-9H-fluorene-9-carbonitrile [obtainable e.g. from the corresponding 2,7-dibromo-9H-fluorene carboxaldehyde (J. Org. Chem., 1944, 9, 155) by oximation and dehydration] by a process analogous to that described in Example 1(a). After working up by a procedure similar to that described in Example 1(a) the product can be used crude or purified before use in Example 2(b) below. Starting materials: CCO, I, CN(CCCN1CCSc2cc(N)ccc21)C(=O)OC(C)(C)C, [Na+], O=C([O-])O, CSC(=N)c1cccs1. Product: CN(CCCN1CCSc2cc(NC(=N)c3cccs3)ccc21)C(=O)OC(C)(C)C. Reaction SMILES: [CH3:39][CH2:40][OH:41].[IH:24].[NH2:1][c:2]1[cH:3][cH:4][c:5]2[c:6]([cH:23]1)[S:7][CH2:8][CH2:9][N:10]2[CH2:11][CH2:12][CH2:13][N:14]([C:15]([O:16][C:17]([CH3:18])([CH3:19])[CH3:20])=[O:21])[CH3:22].[Na+:38].[O-:34][C:35]([OH:36])=[O:37].[s:25]1[c:26]([C:30](=[NH:31])[S:32][CH3:33])[cH:27][cH:28][cH:29]1>>[NH:1]([c:2]1[cH:3][cH:4][c:5]2[c:6]([cH:23]1)[S:7][CH2:8][CH2:9][N:10]2[CH2:11][CH2:12][CH2:13][N:14]([C:15]([O:16][C:17]([CH3:18])([CH3:19])[CH3:20])=[O:21])[CH3:22])[C:30]([c:26]1[s:25][cH:29][cH:28][cH:27]1)=[NH:31]. Starting materials: BrC1=C(C#N)C=CC(=C1)N1N=C(C=2C1=NC=CC2C=2C=C1C(=NC2)N(C=C1)COC)C(C)C (2-Bromo-4-{3-isopropyl-4-(1-methoxymethyl-1H-pyrrolo[2,3-b]pyridin-5-yl)-1H-pyrazolo[3,4-b]pyridin-1-yl}benzonitrile), O[C@@H]1CC[C@H](CC1)NC1=C(C#N)C=CC(=C1)N1N=C(C=2C1=NC=CC2C=2C=C1C(=NC2)N(C=C1)COC)C(C)C (2-(trans-4-hydroxycyclohexylamino)-4-{3-isopropyl-4-(1-methoxymethyl-1H-pyrrolo[2,3-b]pyridin-5-yl)-1H-pyrazolo[3,4-b]pyridin-1-yl}benzonitrile). Product: O[C@@H]1CC[C@H](CC1)NC1=C(C(=O)N)C=CC(=C1)N1N=C(C=2C1=NC=CC2C=2C=C1C(=NC2)N(C=C1)COC)C(C)C (2-(Trans-4-hydroxycyclohexylamino)-4-{3-isopropyl-4-(1-methoxymethyl-1H-pyrrolo[2,3-b]pyridin-5-yl)-1H-pyrazolo[3,4-b]pyridin-1-yl}benzamide). Isolated yield 45.0%. Reaction SMILES: BrC1C=C(N2C3=NC=CC(C4C=C5C=CN(C[O:29]C)C5=NC=4)=C3C(C(C)C)=N2)C=CC=1C#N.[OH:34][C@H:35]1[CH2:40][CH2:39][C@H:38]([NH:41][C:42]2[CH:49]=[C:48]([N:50]3[C:54]4=[N:55][CH:56]=[CH:57][C:58]([C:59]5[CH:60]=[C:61]6[CH:67]=[CH:66][N:65]([CH2:68][O:69][CH3:70])[C:62]6=[N:63][CH:64]=5)=[C:53]4[C:52]([CH:71]([CH3:73])[CH3:72])=[N:51]3)[CH:47]=[CH:46][C:43]=2[C:44]#[N:45])[CH2:37][CH2:36]1>>[OH:34][C@H:35]1[CH2:40][CH2:39][C@H:38]([NH:41][C:42]2[CH:49]=[C:48]([N:50]3[C:54]4=[N:55][CH:56]=[CH:57][C:58]([C:59]5[CH:60]=[C:61]6[CH:67]=[CH:66][N:65]([CH2:68][O:69][CH3:70])[C:62]6=[N:63][CH:64]=5)=[C:53]4[C:52]([CH:71]([CH3:73])[CH3:72])=[N:51]3)[CH:47]=[CH:46][C:43]=2[C:44]([NH2:45])=[O:29])[CH2:37][CH2:36]1. Reported procedure: According to Example 1(6), a crude product of 2-(trans-4-hydroxycyclohexylamino)-4-{(3-isopropyl-4-(1-methoxymethyl-1H-pyrrolo[2,3-b]pyridin-5-yl)-1H-pyrazolo[3,4-b]pyridin-1-yl}benzonitrile was prepared using compound (15a) instead of compound (1e) and was used in the subsequent reaction without being purified. According to Example 1(7), compound (15) (the second stage yield: 45%) was prepared as a white solid using 2-(trans-4-hydroxycyclohexylamino)-4-{3-isopropyl-4-(1-methoxymethyl-1H-pyrrolo... Yield: 87.3%. The product is C(C)(C)(C)C=1C(=C(/C=C/C2=CC=C(C=C2)NS(=O)(=O)C)C=C(C1)N1C(NC(C=C1)=O)=O)OC ((E)-N-(4-(3-tert-butyl-5-(2,4-dioxo-3,4-dihydropyrimidin-1(2H)-yl)-2-methoxystyryl)phenyl)methanesulfonamide). As a reaction SMILES: C1(P(C2C=CC=CC=2)C2C=CC=CC=2)C=CC=CC=1.[C:20]([C:24]1[C:25]([O:51][CH3:52])=[C:26]([C:38]#[C:39][C:40]2[CH:45]=[CH:44][C:43]([NH:46][S:47]([CH3:50])(=[O:49])=[O:48])=[CH:42][CH:41]=2)[CH:27]=[C:28]([N:30]2[CH:35]=[CH:34][C:33](=[O:36])[NH:32][C:31]2=[O:37])[CH:29]=1)([CH3:23])([CH3:22])[CH3:21].C[Si](C)(C)[Si](C)(C)C>C([Pd]Cl)C=C.O>[C:20]([C:24]1[C:25]([O:51][CH3:52])=[C:26]([CH:27]=[C:28]([N:30]2[CH:35]=[CH:34][C:33](=[O:36])[NH:32][C:31]2=[O:37])[CH:29]=1)/[CH:38]=[CH:39]/[C:40]1[CH:45]=[CH:44][C:43]([NH:46][S:47]([CH3:50])(=[O:48])=[O:49])=[CH:42][CH:41]=1)([CH3:23])([CH3:21])[CH3:22]. The reagents and catalysts are C(C=C)[Pd]Cl (allylpalladium(II) chloride). Starting materials: C1(=CC=CC=C1)P(C1=CC=CC=C1)C1=CC=CC=C1 (triphenyl phosphine), C[Si]([Si](C)(C)C)(C)C (1,1,1,2,2,2-hexamethyldisilane), C(C)(C)(C)C=1C(=C(C=C(C1)N1C(NC(C=C1)=O)=O)C#CC1=CC=C(C=C1)NS(=O)(=O)C)OC (N-(4-((3-tert-butyl-5-(2,4-dioxo-3,4-dihydropyrimidin-1(2H)-yl)-2-methoxyphenyl)ethynyl)phenyl)methanesulfonamide). Reaction conditions: temperature 81 celsius, time 1 hour. Solvent: O (Water). Procedure: To a flask was added allylpalladium(II) chloride (0.98 g; 2.67 mmol) and triphenyl phosphine (2.8 g; 10.69 mmol). Vacuum and nitrogen purged. Sparged dimethylacetamide (50 ml) (nitrogen bubbled) was added and the solution was mixed at room temperature for 2 hrs. N-(4-((3-tert-butyl-5-(2,4-dioxo-3,4-dihydropyrimidin-1(2 H)-yl)-2-methoxyphenyl)ethynyl)phenyl)methanesulfonamide (6) (50 g; 107 mmol) was dissolved in 100 mL of nitrogen sparged dimethylacetamide in a separate flask. This was inerted w... Reactants: O=C(n1ccnc1)n1ccnc1, CS(C)=O, Cl, NC1CCN(C(=O)c2ccncc2Nc2ccc(I)cc2F)CC1, O, Cc1ccc(CC(=O)O)cc1. The product is Cc1ccc(CC(=O)NC2CCN(C(=O)c3ccncc3Nc3ccc(I)cc3F)CC2)cc1. As a reaction SMILES: [C:12]([n:13]1[cH:14][cH:15][n:16][cH:17]1)([n:18]1[cH:19][cH:20][n:21][cH:22]1)=[O:23].[CH3:50][S:51]([CH3:52])=[O:53].[ClH:24].[NH2:25][CH:26]1[CH2:27][CH2:28][N:29]([C:32](=[O:33])[c:34]2[c:35]([NH:40][c:41]3[c:42]([F:48])[cH:43][c:44]([I:47])[cH:45][cH:46]3)[cH:36][n:37][cH:38][cH:39]2)[CH2:30][CH2:31]1.[OH2:49].[c:1]1([CH3:11])[cH:2][cH:3][c:4]([CH2:7][C:8](=[O:9])[OH:10])[cH:5][cH:6]1>>[c:1]1([CH3:11])[cH:2][cH:3][c:4]([CH2:7][C:8](=[O:10])[NH:25][CH:26]2[CH2:27][CH2:28][N:29]([C:32](=[O:33])[c:34]3[c:35]([NH:40][c:41]4[c:42]([F:48])[cH:43][c:44]([I:47])[cH:45][cH:46]4)[cH:36][n:37][cH:38][cH:39]3)[CH2:30][CH2:31]2)[cH:5][cH:6]1. Starting materials: CCCCCC, CN([SiH](C)C)[Si](C)(C)C, CN(C)P(=O)(N(C)C)N(C)C, CCOC(C)=O, O=P(NP(=O)(Oc1ccccc1)Oc1ccccc1)(Oc1ccccc1)Oc1ccccc1, Sc1nnnn1-c1ccccc1. The product is C[Si](C)(C)Sc1nnnn1-c1ccccc1. RXN SMILES: [CH3:1][CH2:2][CH2:3][CH2:4][CH2:5][CH3:6].[CH3:52][SiH:53]([CH3:54])[N:59]([Si:55]([CH3:56])([CH3:57])[CH3:58])[CH3:60].[CH3:61][N:62]([CH3:63])[P:64](=[O:65])([N:66]([CH3:67])[CH3:68])[N:69]([CH3:70])[CH3:71].[CH3:72][CH2:73][O:74][C:75](=[O:76])[CH3:77].[O:7]([c:8]1[cH:9][cH:10][cH:11][cH:12][cH:13]1)[P:14]([NH:15][P:16]([O:17][c:18]1[cH:19][cH:20][cH:21][cH:22][cH:23]1)([O:24][c:25]1[cH:26][cH:27][cH:28][cH:29][cH:30]1)=[O:31])(=[O:32])[O:33][c:34]1[cH:35][cH:36][cH:37][cH:38][cH:39]1.[c:40]1(-[n:46]2[n:47][n:48][n:49][c:50]2[SH:51])[cH:41][cH:42][cH:43][cH:44][cH:45]1>>[c:40]1(-[n:46]2[n:47][n:48][n:49][c:50]2[S:51][Si:55]([CH3:56])([CH3:57])[CH3:58])[cH:41][cH:42][cH:43][cH:44][cH:45]1.